Dataset: the Open Reaction Database (ORD), a public repository of structured organic reaction records. Task: describe an organic reaction: reactants, conditions, products, and yield The reactants are O (water), CC1=CC2=C(SC3=C(C(C2)O)C=CC=C3)C=C1 (2-methyl-10,11-dihydrodibenzo[b,f]thiepin-10-ol), BrCCO (2-bromoethanol), B(F)(F)F.CCOCC (boron trifluoride etherate). Solvent: C1=CC=CC=C1 (benzene), C1=CC=CC=C1 (benzene). Conditions: temperature 12.5 celsius, time 2 hour. The product is BrCCOC1CC2=C(SC3=C1C=CC=C3)C=CC(=C2)C (10-(2-bromoethoxy)-2-methyl-10,11-dihydrodibenzo[b,f]thiepine). Yield: 73.1%. Reaction SMILES: [CH3:1][C:2]1[CH:17]=[CH:16][C:5]2[S:6][C:7]3[CH:15]=[CH:14][CH:13]=[CH:12][C:8]=3[CH:9]([OH:11])[CH2:10][C:4]=2[CH:3]=1.[Br:18][CH2:19][CH2:20]O.B(F)(F)F.CCOCC.O>C1C=CC=CC=1>[Br:18][CH2:19][CH2:20][O:11][CH:9]1[C:8]2[CH:12]=[CH:13][CH:14]=[CH:15][C:7]=2[S:6][C:5]2[CH:16]=[CH:17][C:2]([CH3:1])=[CH:3][C:4]=2[CH2:10]1 |f:2.3|. Procedure: To a solution of 2-methyl-10,11-dihydrodibenzo[b,f]thiepin-10-ol (3.63 g, 15 mmol, prepared as described in Ger. Offen. 2,336,130, 1974) and 2-bromoethanol (2.5 g, 20 mmol) in absolute benzene (25 ml), a solution of boron trifluoride etherate (2.25 g. 15.8 mmol) in absolute benzene (10 ml) was dropwise added at 10-15° C. over 15 minutes. The reaction mixture was stirred at 10-15° C. for 2 h and water (18 ml) was added. The organic layer was separated, washed with water (2×25 ml), dried (Na2SO4) ...